Dataset: the Open Reaction Database (ORD), a public repository of structured organic reaction records. Task: describe an organic reaction: reactants, conditions, products, and yield Reactants: C(C)(C)(C)OC(=O)N1CCC(CC1)NC1=NC(=CC(=N1)OC)OC (4-(4,6-dimethoxy-pyrimidin-2-ylamino)-piperidine-1-carboxylic acid tert-butyl ester), Cl (HCl). Run in C(C)O (ethanol), O1CCOCC1 (dioxane). Product: Cl.Cl.COC1=NC(=NC(=C1)OC)NC1CCNCC1 ((4,6-Dimethoxy-pyrimidin-2-yl)-piperidin-4-yl-amine dihydrochloride). Reaction SMILES: C(OC([N:8]1[CH2:13][CH2:12][CH:11]([NH:14][C:15]2[N:20]=[C:19]([O:21][CH3:22])[CH:18]=[C:17]([O:23][CH3:24])[N:16]=2)[CH2:10][CH2:9]1)=O)(C)(C)C.[ClH:25]>C(O)C.O1CCOCC1>[ClH:25].[ClH:25].[CH3:22][O:21][C:19]1[CH:18]=[C:17]([O:23][CH3:24])[N:16]=[C:15]([NH:14][CH:11]2[CH2:12][CH2:13][NH:8][CH2:9][CH2:10]2)[N:20]=1 |f:4.5.6|. Procedure details: A solution of 4-(4,6-dimethoxy-pyrimidin-2-ylamino)-piperidine-1-carboxylic acid tert-butyl ester (1.97 g, 5.82 mmol) in ethanol (50 mL) and 4 M HCl in dioxane (75 mL) was stirred at rt for 2 h. The solvent was removed under reduced pressure and the crude product used in the consecutive step without further purification assuming quantitative deprotection and formation of the dihydrochloride salt. MS (ISP): 239.1 [M+H]+. Reactants: CN1C(C=NC2=CC=CC=C12)=O (1-Methyl-2(1H)-quinoxalinone), OO (hydrogen peroxide). Run at time 72 hour. RXN SMILES: [CH3:1][N:2]1[C:11]2[C:6](=[CH:7][CH:8]=[CH:9][CH:10]=2)[N:5]=[CH:4][C:3]1=[O:12].[OH:13]O>C(O)(=O)C>[CH3:1][N:2]1[C:11]2[C:6](=[CH:7][CH:8]=[CH:9][CH:10]=2)[NH:5][C:4](=[O:13])[C:3]1=[O:12]. Reported procedure: 1-Methyl-2(1H)-quinoxalinone (5.3 grams) was allowed to stand at room temperature for 72 hours in a mixture of 60 ml. of acetic acid and 35 ml. of 30 percent hydrogen peroxide. The product separated out as needles after 48 hours. After 72 hours, no starting material was detectable in the supernatant liquid by TLC (ethyl acetate). The product was separated and washed sequentially with water and with ethanol, m.p. 287°-289°C. It was then recrystallized from water, 287°-290°C. (literature: 286°-287... Yields the product CN1C(C(NC2=CC=CC=C12)=O)=O (1-METHYL-2(1H), 3(4H)-QUINOXALINEDIONE). The solvent is C(C)(=O)O (acetic acid). Starting materials: S(C)(=O)(=O)[O-] (mesylate), C(C)(C)N(CC)C(C)C (Diisopropylethylamine), CS(=O)(=O)OS(=O)(=O)C (methanesulphonic anhydride), CC1=NN=C2N1C1=C(C=C2)N(C(=C1)C)CC=1C=C(C=CC1)CO ({3-[(1,7-dimethyl-6H-pyrrolo[2,3-e][1,2,4]triazolo[4,3-a]pyridin-6-yl)methyl]phenyl}methanol), C(O)CN (ethanolamine). The solvent is C(Cl)Cl (DCM), C1CCOC1 (THF), CO (MeOH). Conditions: time 1.5 hour. Yields the product CC1=NN=C2N1C1=C(C=C2)N(C(=C1)C)CC=1C=C(CNCCO)C=CC1 (2-({3-[(1,7-dimethyl-6H-pyrrolo[2,3-e][1,2,4]triazolo[4,3-a]pyridin-6-yl)methyl]benzyl}amino)ethanol). RXN SMILES: C(N(C(C)C)CC)(C)C.CS(OS(C)(=O)=O)(=O)=O.[CH3:19][C:20]1[N:24]2[C:25]3[CH:31]=[C:30]([CH3:32])[N:29]([CH2:33][C:34]4[CH:35]=[C:36]([CH2:40]O)[CH:37]=[CH:38][CH:39]=4)[C:26]=3[CH:27]=[CH:28][C:23]2=[N:22][N:21]=1.S([O-])(=O)(=O)C.[CH2:47]([CH2:49][NH2:50])[OH:48]>C(Cl)Cl.C1COCC1.CO>[CH3:19][C:20]1[N:24]2[C:25]3[CH:31]=[C:30]([CH3:32])[N:29]([CH2:33][C:34]4[CH:35]=[C:36]([CH:37]=[CH:38][CH:39]=4)[CH2:40][NH:50][CH2:49][CH2:47][OH:48])[C:26]=3[CH:27]=[CH:28][C:23]2=[N:22][N:21]=1. Procedure: Diisopropylethylamine (26 μL, 0.15 mmol) and methanesulphonic anhydride (13 mg, 0.073 mmol, Aldrich) were added to a solution of {3-[(1,7-dimethyl-6H-pyrrolo[2,3-e][1,2,4]triazolo[4,3-a]pyridin-6-yl)methyl]phenyl}methanol (15 mg, 0.049 mmol, from Step 1) in DCM (1.0 mL). The mixture was stirred until mesylate formation was determined complete as judged by LCMS, and the mixture was then concentrated. The residue was re-dissolved in a mixture of THF (0.50 mL) and MeOH (0.50 mL) and ethanolamine (1... Starting materials: NC=1N=C(C2=C(N1)N=CC(=C2)CO)N (2,4-diaminopyrido [2,3-d]pyrimidine-6-methanol), Br (HBr), compound 33. Run in CC(=O)O (CH3COOH). Yields the product BrCC1=CC2=C(N=C(N=C2N)N)N=C1 (6-(Bromomethyl)-2,4-diaminopyrido[2,3-d] pyrimidine). As a reaction SMILES: [NH2:1][C:2]1[N:3]=[C:4]([NH2:14])[C:5]2[CH:11]=[C:10]([CH2:12]O)[CH:9]=[N:8][C:6]=2[N:7]=1.[BrH:15]>CC(O)=O>[Br:15][CH2:12][C:10]1[CH:9]=[N:8][C:6]2[N:7]=[C:2]([NH2:1])[N:3]=[C:4]([NH2:14])[C:5]=2[CH:11]=1. Reported procedure: The intermediate III-2 was prepared from 2,4-diaminopyrido [2,3-d]pyrimidine-6-methanol (III-1) by the procedure described in J. Med. Chem., 35:332 (1992). This particular preparation analyzed for a 1.75 HBr° 0.25 CH3COOH salt (formula wt. 406.7). The material was suitable for conversions to compound 33. Reactants: ClC1=NC(=CC2=CC=C(C=C12)OC)C=1C=NC=CC1 (1-chloro-7-methoxy-3-(pyridin-3-yl)isoquinoline), ClC=1C=C(N)C=CC1F (3-chloro-4-fluoro aniline), CC1(C2=C(C(=CC=C2)P(C3=CC=CC=C3)C4=CC=CC=C4)OC5=C(C=CC=C51)P(C6=CC=CC=C6)C7=CC=CC=C7)C (Xantphos), C([O-])([O-])=O.[Cs+].[Cs+] (cesium carbonate). The reagents and catalysts are C=1C=CC(=CC1)/C=C/C(=O)/C=C/C2=CC=CC=C2.C=1C=CC(=CC1)/C=C/C(=O)/C=C/C2=CC=CC=C2.C=1C=CC(=CC1)/C=C/C(=O)/C=C/C2=CC=CC=C2.[Pd].[Pd] (Pd2(dba)3). The solvent is O1CCOCC1 (1,4-dioxane), O (water). Run at temperature 120 celsius, time 30 minute. Product: ClC=1C=C(C=CC1F)NC1=NC(=CC2=CC=C(C=C12)OC)C=1C=NC=CC1 (N-(3-chloro-4-fluorophenyl)-7-methoxy-3-(pyridin-3-yl)isoquinolin-1-amine), solid. The yield is 5.2%. As a reaction SMILES: Cl[C:2]1[C:11]2[C:6](=[CH:7][CH:8]=[C:9]([O:12][CH3:13])[CH:10]=2)[CH:5]=[C:4]([C:14]2[CH:15]=[N:16][CH:17]=[CH:18][CH:19]=2)[N:3]=1.[Cl:20][C:21]1[CH:22]=[C:23]([CH:25]=[CH:26][C:27]=1[F:28])[NH2:24].CC1(C)C2C(=C(P(C3C=CC=CC=3)C3C=CC=CC=3)C=CC=2)OC2C(P(C3C=CC=CC=3)C3C=CC=CC=3)=CC=CC1=2.C(=O)([O-])[O-].[Cs+].[Cs+]>C1C=CC(/C=C/C(/C=C/C2C=CC=CC=2)=O)=CC=1.C1C=CC(/C=C/C(/C=C/C2C=CC=CC=2)=O)=CC=1.C1C=CC(/C=C/C(/C=C/C2C=CC=CC=2)=O)=CC=1.[Pd].[Pd].O.O1CCOCC1>[Cl:20][C:21]1[CH:22]=[C:23]([NH:24][C:2]2[C:11]3[C:6](=[CH:7][CH:8]=[C:9]([O:12][CH3:13])[CH:10]=3)[CH:5]=[C:4]([C:14]3[CH:15]=[N:16][CH:17]=[CH:18][CH:19]=3)[N:3]=2)[CH:25]=[CH:26][C:27]=1[F:28] |f:3.4.5,6.7.8.9.10|. Reported procedure: N—(N-(3-chloro-4-fluorophenyl)-7-methoxy-3-(pyridin-3-yl)isoquinolin-1-amine was prepared using Method J. A mixture of 1-chloro-7-methoxy-3-(pyridin-3-yl)isoquinoline (40 mg, 0.17 mmol, 1.0 eq.), 3-chloro-4-fluoro aniline (30 mg, 0.21 mmol, 1.2 eq.), Pd2(dba)3 (10 mg, 0.011 mmol, 0.06 eq.), Xantphos (15 mg, 0.026 mmol, 0.15 eq.), cesium carbonate (167 mg, 0.52 mmol, 3.0 eq.) was suspended in the mixed solvent of 1,4-dioxane (4 mL) and water (1 mL). The resulting mixture was stirred at 120° C. fo... Reactants: C(C1=CC=CC=C1)OC=1C=C2C(=C(N(C2=CC1)CC1=C(C=C(C=C1)OC)OCC(=O)OCC)C(=O)OCC)C1=CC2=C(C=C1)OCO2 (ethyl 5-benzyloxy-1-(2-carboethoxymethoxy-4-methoxybenzyl)-3-(3,4-methylenedioxyphenyl)indole-2-carboxylate), C(=O)(OCC)COC1=C(CN2C(=C(C3=CC(=CC=C23)O)C2=CC3=C(C=C2)OCO3)C(=O)OCC)C=CC(=C1)OC (Ethyl 1-(2-carboethoxymethoxy-4-methoxybenzyl)-5-hydroxy-3-(3,4-methlenedioxyphenyl)indole-2-carboxylate). Yields the product C(=O)(O)COC1=C(CN2C(=C(C3=CC(=CC=C23)OCCC)C2=CC3=C(C=C2)OCO3)C(=O)O)C=CC(=C1)OC (1-(2-Carboxymethoxy-4-methoxybenzyl)-3-(3,4-methlenedioxyphenyl)-5-(prop-1-yloxy)indole-2-carboxylic acid). RXN SMILES: C(COC1C=C(OC)C=CC=1CN1C2C(=CC(O)=CC=2)C(C2C=CC3OCOC=3C=2)=C1C(OCC)=O)(OCC)=O.[CH2:41]([O:48][C:49]1[CH:50]=[C:51]2[C:55](=[CH:56][CH:57]=1)[N:54]([CH2:58][C:59]1[CH:64]=[CH:63][C:62]([O:65][CH3:66])=[CH:61][C:60]=1[O:67][CH2:68][C:69]([O:71]CC)=[O:70])[C:53]([C:74]([O:76]CC)=[O:75])=[C:52]2[C:79]1[CH:84]=[CH:83][C:82]2[O:85][CH2:86][O:87][C:81]=2[CH:80]=1)[C:42]1C=CC=C[CH:43]=1>>[C:69]([CH2:68][O:67][C:60]1[CH:61]=[C:62]([O:65][CH3:66])[CH:63]=[CH:64][C:59]=1[CH2:58][N:54]1[C:55]2[C:51](=[CH:50][C:49]([O:48][CH2:41][CH2:42][CH3:43])=[CH:57][CH:56]=2)[C:52]([C:79]2[CH:84]=[CH:83][C:82]3[O:85][CH2:86][O:87][C:81]=3[CH:80]=2)=[C:53]1[C:74]([OH:76])=[O:75])([OH:71])=[O:70]. Procedure: Ethyl 1-(2-carboethoxymethoxy-4-methoxybenzyl)-5-hydroxy-3-(3,4-methlenedioxyphenyl)indole-2-carboxylate. The title compound was prepared from ethyl 5-benzyloxy-1-(2-carboethoxymethoxy-4-methoxybenzyl)-3-(3,4-methylenedioxyphenyl)indole-2-carboxylate (460 mg, 0.735 mmol) by the method given in example 6; m.p. 128°-130° C. Reactants: C1(=CC=CC=C1)S(=O)(=O)Cl (benzenesulphonyl chloride), [OH-].[Na+] (NaOH), BrC1=C2C=CNC2=CC(=C1)OC (4-bromo-6-methoxy indole), BrC1=C2C=CNC2=CC(=C1)OC (4-Bromo-6-methoxy indole). The reagents and catalysts are S(=O)(=O)(O)[O-].C(CCC)[N+](CCCC)(CCCC)CCCC (tetrabutylammonium hydrogen sulphate). Run in ClCCl (dichloromethane). Reaction conditions: time 50 minute. Yields the product BrC1=C2C=CN(C2=CC(=C1)OC)S(=O)(=O)C1=CC=CC=C1 (4-Bromo-6-methoxy-1-(phenylsulfonyl)-1H-indole). As a reaction SMILES: [Br:1][C:2]1[CH:10]=[C:9]([O:11][CH3:12])[CH:8]=[C:7]2[C:3]=1[CH:4]=[CH:5][NH:6]2.[C:13]1([S:19](Cl)(=[O:21])=[O:20])[CH:18]=[CH:17][CH:16]=[CH:15][CH:14]=1.[OH-].[Na+]>ClCCl.S([O-])(O)(=O)=O.C([N+](CCCC)(CCCC)CCCC)CCC>[Br:1][C:2]1[CH:10]=[C:9]([O:11][CH3:12])[CH:8]=[C:7]2[C:3]=1[CH:4]=[CH:5][N:6]2[S:19]([C:13]1[CH:18]=[CH:17][CH:16]=[CH:15][CH:14]=1)(=[O:21])=[O:20] |f:2.3,5.6|. Procedure: 4-Bromo-6-methoxy indole (0.07 g, 0.3 mmol) was dissolved in dry dichloromethane (4 mL) and benzenesulphonyl chloride (0.06 g, 0.3 mmol), tetrabutylammonium hydrogen sulphate (0.01 g, 0.01 mmol) and 4N NaOH (0.5 mL) were added and the mixture was stirred at rt for 50 min. The mixture was extracted with water (2×4 mL), dried (Na2SO4) and evaporated. The crude product was combined with an earlier batch of this intermediate (followed this experimental and starting with 4-bromo-6-methoxy indole (0.3... The reactants are Cl (hydrochloric acid), aqueous solution, [OH-].[Na+] (sodium hydroxide), C(C)OC(=O)CCCNC1=NC=NC2=C(C(=C(C=C12)OC)OC)OC (4-(3-Ethoxycarbonylpropyl)Amino-6,7,8-Trimethoxyquinazoline), C(C)O (ethanol). Run in O1CCCC1 (tetrahydrofuran). Yields the product C(=O)(O)CCCNC1=NC=NC2=C(C(=C(C=C12)OC)OC)OC (4-(3-Carboxypropyl)Amino-6,7,8-Trimethoxyquinazoline). Isolated yield 74.7%. Reaction SMILES: [OH-].[Na+].C([O:5][C:6]([CH2:8][CH2:9][CH2:10][NH:11][C:12]1[C:21]2[C:16](=[C:17]([O:26][CH3:27])[C:18]([O:24][CH3:25])=[C:19]([O:22][CH3:23])[CH:20]=2)[N:15]=[CH:14][N:13]=1)=[O:7])C.C(O)C.Cl>O1CCCC1>[C:6]([CH2:8][CH2:9][CH2:10][NH:11][C:12]1[C:21]2[C:16](=[C:17]([O:26][CH3:27])[C:18]([O:24][CH3:25])=[C:19]([O:22][CH3:23])[CH:20]=2)[N:15]=[CH:14][N:13]=1)([OH:7])=[O:5] |f:0.1|. Procedure: 5 ml of a 1N aqueous solution of sodium hydroxide is added to a solution of 0.52 g (1.5 mmol) of the 4-(3-ethoxycarbonylpropyl)amino-6,7,8-trimethoxyquinazoline obtained in Example 1 in tetrahydrofuran (5 ml)/ethanol (5 ml), followed by stirring at room temperature one whole day and night. The reaction liquid is neutralized with 5 ml of 1N hydrochloric acid, and then concentrated under reduced pressure. The crystals thus precipitated are recovered by filtration, washed with water, and dried with... Reactants: CN1CCCC1=O, CCc1[nH]n(C2CCCC2)c2nc(-c3cc(C)nc(Cl)c3)nc(=O)c1-2, c1c[nH]cn1. Yields the product CCc1[nH]n(C2CCCC2)c2nc(-c3cc(C)nc(-n4ccnc4)c3)nc(=O)c1-2. As a reaction SMILES: [CH3:31][N:32]1[CH2:33][CH2:34][CH2:35][C:36]1=[O:37].[CH:1]1([n:6]2[nH:7][c:8]([CH2:24][CH3:25])[c:9]3[c:14](=[O:15])[n:13][c:12](-[c:16]4[cH:17][c:18]([Cl:23])[n:19][c:20]([CH3:22])[cH:21]4)[n:11][c:10]2-3)[CH2:2][CH2:3][CH2:4][CH2:5]1.[nH:26]1[cH:27][n:28][cH:29][cH:30]1>>[CH:1]1([n:6]2[nH:7][c:8]([CH2:24][CH3:25])[c:9]3[c:14](=[O:15])[n:13][c:12](-[c:16]4[cH:17][c:18](-[n:26]5[cH:27][n:28][cH:29][cH:30]5)[n:19][c:20]([CH3:22])[cH:21]4)[n:11][c:10]2-3)[CH2:2][CH2:3][CH2:4][CH2:5]1.